From a dataset of the Open Reaction Database (ORD), a public repository of structured organic reaction records. describe an organic reaction: reactants, conditions, products, and yield Starting materials: FC1=C(C=C(C(=C1)OC1=CC(=NC=C1)C=1C=NN(C1)C)F)NC(=O)C1(CC1)C(=O)[O-].[Li+] (lithium 1-((2,5-difluoro-4-(2-(1-methyl-1H-pyrazol-4-yl)pyridin-4-yloxy)phenyl)carbamoyl)cyclopropanecarboxylate), CN(C)C(=[N+](C)C)ON1C2=C(C=CC=C2)N=N1.[B-](F)(F)(F)F (TBTU), CCN(C(C)C)C(C)C (DIPEA), FC1=CC=C(N)C=C1 (4-fluoroaniline), CN(C)C(=[N+](C)C)ON1C2=C(C=CC=C2)N=N1.[B-](F)(F)(F)F (TBTU), CN(C)C(=[N+](C)C)ON1C2=C(C=CC=C2)N=N1.[B-](F)(F)(F)F (TBTU). The solvent is CN(C)C=O (DMF). Run at time 8 hour. Product: FC1=C(C=C(C(=C1)OC1=CC(=NC=C1)C=1C=NN(C1)C)F)NC(=O)C1(CC1)C(=O)NC1=CC=C(C=C1)F (N-(2,5-difluoro-4-(2-(1-methyl-1H-pyrazol-4-yl)pyridin-4-yloxy)phenyl)-N′-(4-fluorophenyl)cyclopropane-1,1-dicarboxamide). Yield: 60.2%. Reaction SMILES: [F:1][C:2]1[CH:7]=[C:6]([O:8][C:9]2[CH:14]=[CH:13][N:12]=[C:11]([C:15]3[CH:16]=[N:17][N:18]([CH3:20])[CH:19]=3)[CH:10]=2)[C:5]([F:21])=[CH:4][C:3]=1[NH:22][C:23]([C:25]1([C:28]([O-:30])=O)[CH2:27][CH2:26]1)=[O:24].[Li+].CN(C(ON1N=NC2C=CC=CC1=2)=[N+](C)C)C.[B-](F)(F)(F)F.CCN(C(C)C)C(C)C.[F:63][C:64]1[CH:70]=[CH:69][C:67]([NH2:68])=[CH:66][CH:65]=1>CN(C=O)C>[F:1][C:2]1[CH:7]=[C:6]([O:8][C:9]2[CH:14]=[CH:13][N:12]=[C:11]([C:15]3[CH:16]=[N:17][N:18]([CH3:20])[CH:19]=3)[CH:10]=2)[C:5]([F:21])=[CH:4][C:3]=1[NH:22][C:23]([C:25]1([C:28]([NH:68][C:67]2[CH:69]=[CH:70][C:64]([F:63])=[CH:65][CH:66]=2)=[O:30])[CH2:27][CH2:26]1)=[O:24] |f:0.1,2.3|. Procedure: To a solution of Example B5 (9.91 g, 23.58 mmol) in DMF (80 mL), under an atmosphere of argon, were added TBTU (11.36 g, 35.4 mmol), DIPEA (20.59 ml, 118 mmol) and 4-fluoroaniline (3.93 g, 35.4 mmol). The reaction mixture was stirred at RT overnight. An additional portion of TBTU (7.5 g, 17.8 mmol) was added and stirring was continued. After 2 h, an additional portion of TBTU (3.5 g, 8.33 mmol) was added and stirring was continued for 2 h. The solvent was removed under high vacuum and the residu... Reactants: CC(=O)O, O=N[O-], [Na+], O, N#Cc1cc(Br)c(O)c(Br)c1. Product: N#Cc1cc(Br)c(O)c([N+](=O)[O-])c1. As a reaction SMILES: [C:17]([OH:18])(=[O:19])[CH3:20].[N:12](=[O:13])[O-:14].[Na+:15].[OH2:16].[OH:1][c:2]1[c:3]([Br:4])[cH:5][c:6]([C:10]#[N:11])[cH:7][c:8]1[Br:9]>>[OH:1][c:2]1[c:3]([Br:4])[cH:5][c:6]([C:10]#[N:11])[cH:7][c:8]1[N+:12](=[O:13])[O-:14].